describe an organic reaction: reactants, conditions, products, and yield From a dataset of the Open Reaction Database (ORD), a public repository of structured organic reaction records. The yield is 58.2%. Product: O1CCOC12CC(CCC2)C(=O)N2CCN(CC2)C2=NC=CC=C2 (1-(1,4-Dioxaspiro[4.5]dec-7-ylcarbonyl)-4-(2-pyridinyl)piperazine). Solvent: C(C)N(CC)CC (triethylamine). Reactants: O1CCOC12CC(CCC2)C(=O)O (1,4-Dioxaspiro[4.5]decane-7-carboxylic acid), ClC(=O)OCC(C)C (isobutyl chloroformate), N1=C(C=CC=C1)N1CCNCC1 (1-(2-pyridyl)piperazine). Procedure details: From 1,4-dioxaspiro[4.5]decane-7-carboxylic acid (Example A, Step A) (10 g), triethylamine (8 g), isobutyl chloroformate (7.9 g) and 1-(2-pyridyl)piperazine (8.3 g) using the procedure of Example A, Step B is obtained 9.8 g of the title compound as an oil. As a reaction SMILES: [O:1]1[C:5]2([CH2:10][CH2:9][CH2:8][CH:7]([C:11]([OH:13])=O)[CH2:6]2)[O:4][CH2:3][CH2:2]1.ClC(OCC(C)C)=O.[N:22]1[CH:27]=[CH:26][CH:25]=[CH:24][C:23]=1[N:28]1[CH2:33][CH2:32][NH:31][CH2:30][CH2:29]1>C(N(CC)CC)C>[O:4]1[C:5]2([CH2:10][CH2:9][CH2:8][CH:7]([C:11]([N:31]3[CH2:32][CH2:33][N:28]([C:23]4[CH:24]=[CH:25][CH:26]=[CH:27][N:22]=4)[CH2:29][CH2:30]3)=[O:13])[CH2:6]2)[O:1][CH2:2][CH2:3]1.